This data is from the Open Reaction Database (ORD), a public repository of structured organic reaction records. The task is: describe an organic reaction: reactants, conditions, products, and yield Starting materials: CCOCC, C[Mg+], COC(=O)C=Cc1ccc(Cc2cccnc2)cc1, [I-], C1CCOC1. Product: CC(O)c1ccc(Cc2cccnc2)cc1. Reaction SMILES: [CH3:23][CH2:24][O:25][CH2:26][CH3:27].[CH3:2][Mg+:3].[CH3:4][O:5][C:6]([CH:7]=[CH:8][c:9]1[cH:10][cH:11][c:12]([CH2:15][c:16]2[cH:17][n:18][cH:19][cH:20][cH:21]2)[cH:13][cH:14]1)=[O:22].[I-:1].[O:28]1[CH2:29][CH2:30][CH2:31][CH2:32]1>>[CH3:7][CH:8]([c:9]1[cH:10][cH:11][c:12]([CH2:15][c:16]2[cH:17][n:18][cH:19][cH:20][cH:21]2)[cH:13][cH:14]1)[OH:25].